Dataset: the Open Reaction Database (ORD), a public repository of structured organic reaction records. Task: describe an organic reaction: reactants, conditions, products, and yield Starting materials: N1=CC=CC=C1 (Pyridine), COC1=CC=C(C=C1C)S(=O)(=O)Cl (6-methoxy-m-toluenesulfonyl chloride), NC=1C=C(C2=C(C=CO2)C1)CN1C(CN(CC1)C(=O)OC(C)(C)C)C (tert-Butyl 4-[(5-amino-1-benzofuran-7-yl)methyl]-3-methylpiperazine-1-carboxylate), Cl (HCl), CCOCC (ether). Solvent: C(Cl)Cl.C1CCOC1 (DCM THF), CO (MeOH). Conditions: time 2 hour. Product: Cl.Cl.COC1=C(C=C(C=C1)C)S(=O)(=O)NC=1C=C(C2=C(C=CO2)C1)CN1C(CNCC1)C (2-Methoxy-5-methyl-N-{7-[(2-methylpiperazin-1-yl)methyl]-1-benzofuran-5-yl}benzenesulfonamide, dihydrochloride). The yield is 38.0%. Reaction SMILES: N1C=CC=CC=1.CO[C:9]1[C:14]([CH3:15])=[CH:13][C:12]([S:16]([Cl:19])(=[O:18])=[O:17])=[CH:11][CH:10]=1.[NH2:20][C:21]1[CH:22]=[C:23]([CH2:30][N:31]2[CH2:36][CH2:35][N:34](C(OC(C)(C)C)=O)[CH2:33][CH:32]2[CH3:44])[C:24]2[O:28][CH:27]=[CH:26][C:25]=2[CH:29]=1.[ClH:45].C[CH2:47][O:48]CC>C(Cl)Cl.C1COCC1.CO>[ClH:19].[ClH:45].[CH3:47][O:48][C:11]1[CH:10]=[CH:9][C:14]([CH3:15])=[CH:13][C:12]=1[S:16]([NH:20][C:21]1[CH:22]=[C:23]([CH2:30][N:31]2[CH2:36][CH2:35][NH:34][CH2:33][CH:32]2[CH3:44])[C:24]2[O:28][CH:27]=[CH:26][C:25]=2[CH:29]=1)(=[O:17])=[O:18] |f:5.6,8.9.10|. Procedure: Pyridine (17 μL, 0.20 mmol) and 6-methoxy-m-toluenesulfonyl chloride (34 mg, 0.15 mmol) were added to a solution of tert-butyl 4-[(5-amino-1-benzofuran-7-yl)methyl]-3-methylpiperazine-1-carboxylate (45 mg crude material, 0.10 mmol; obtained in Step 2) in dry DCM:THF (2:1; 3 mL). The reaction mixture was stirred at room temperature for 2 h and the solvent was evaporated under reduced pressure followed by purification by flashtube (15% MeOH in DCM). The residue was dissolved in TFA:water (9:1; 4.5... The reactants are C1COCCO1, CC(C)C(NC(=O)OC(C)(C)C)C(=O)N(C)C, Cl. The product is CC(C)C(N)C(=O)N(C)C, Cl. Reaction SMILES: [CH2:19]1[O:20][CH2:21][CH2:22][O:23][CH2:24]1.[CH3:1][N:2]([C:3](=[O:4])[CH:5]([CH:6]([CH3:7])[CH3:8])[NH:9][C:10](=[O:11])[O:12][C:13]([CH3:14])([CH3:15])[CH3:16])[CH3:17].[ClH:18]>>[CH3:1][N:2]([C:3](=[O:4])[CH:5]([CH:6]([CH3:7])[CH3:8])[NH2:9])[CH3:17].[ClH:18]. Reactants: BrC1=C(C=CC=C1OC)OC (2-bromo-1,3-dimethoxybenzene), FC1=C(C(=O)Cl)C=CC=C1 (2-fluorobenzoyl chloride), [Cl-].[Al+3].[Cl-].[Cl-] (aluminum chloride), Cl (hydrochloric acid), BrC=1C(=CC(=C(C(=O)C2=C(C=CC=C2)F)C1)O)OC (5-bromo-2'-fluoro-2-hydroxy-4-methoxybenzophenone). The product is BrC=1C(=C(C(=O)C2=C(C=CC=C2)F)C=CC1OC)O (3-bromo-2'fluoro-2-hydroxy-4-methoxybenzophenone). RXN SMILES: [Br:1][C:2]1[C:7]([O:8][CH3:9])=[CH:6][CH:5]=[CH:4][C:3]=1[O:10]C.[F:12][C:13]1[CH:21]=[CH:20][CH:19]=[CH:18][C:14]=1[C:15](Cl)=[O:16].[Cl-].[Al+3].[Cl-].[Cl-].Cl.BrC1C(OC)=CC(O)=C(C=1)C(C1C=CC=CC=1F)=O>>[Br:1][C:2]1[C:3]([OH:10])=[C:4]([CH:5]=[CH:6][C:7]=1[O:8][CH3:9])[C:15]([C:14]1[CH:18]=[CH:19][CH:20]=[CH:21][C:13]=1[F:12])=[O:16] |f:2.3.4.5|. Reported procedure: 2-bromo-1,3-dimethoxybenzene (217 g; 1.0 mole) and 2-fluorobenzoyl chloride (158 g; 1.0 mole) are dissolved in 1,2-dichorothane and aluminum chloride (133 g; 1,0 mole) is added slowly. The reaction mixture is refluxed for 2 hours and then worked up with 5% hydrochloric acid. In this way a 1:2 mixture of 5-bromo-2'-fluoro-2-hydroxy-4-methoxybenzophenone and 3-bromo-2'fluoro-2-hydroxy-4-methoxybenzophenone is obtained, as indicated by nuclear magnetic resonance (NMR). A quantity of this mixture is... Starting materials: COC(C=1C(C(=O)O)=C(C(=C(C1F)F)F)F)=O (3,4,5,6-tetrafluorophthalic acid-monomethyl ester), C([O-])([O-])=O.[K+].[K+] (potassium carbonate), Cl (hydrochloric acid). The solvent is CO (methanol). Reaction conditions: time 3 hour. The product is COC(C=1C(C(=O)O)=C(C(=C(C1F)F)OC)F)=O (4-methoxy-3,5,6-trifluorophthalic acid-1-methyl ester). The yield is 83.0%. Reaction SMILES: [CH3:1][O:2][C:3](=[O:17])[C:4]1[C:5](=[C:9]([F:16])[C:10](F)=[C:11]([F:14])[C:12]=1[F:13])[C:6]([OH:8])=[O:7].[C:18](=O)([O-])[O-:19].[K+].[K+].Cl>CO>[CH3:1][O:2][C:3](=[O:17])[C:4]1[C:5](=[C:9]([F:16])[C:10]([O:19][CH3:18])=[C:11]([F:14])[C:12]=1[F:13])[C:6]([OH:8])=[O:7] |f:1.2.3|. Procedure: Into a 100 ml glass reactor equipped with a reflux condenser, a stirrer and a dropping funnel, 20 ml of a methanol solution of 10 g (0.0397 mol) of the 3,4,5,6-tetrafluorophtalic acid-monomethyl ester prepared in Example 14 was charged. Then, 8.21 g (0.060 mol) of potassium carbonate was added thereto. The mixture was stirred for 3 hours under reflux. After completion of the reaction, the reaction mixture was neutralized with a 10% hydrochloric acid aqueous solution and extracted with ethyl acet...